This data is from the Open Reaction Database (ORD), a public repository of structured organic reaction records. The task is: describe an organic reaction: reactants, conditions, products, and yield Reactants: COC(C1=C(C=CC=C1C)Cl)=O (2-chloro-6-methyl-benzoic acid methyl ester), BrNC(CCC(=O)N)=O (N-bromosuccinamide), C(C1=CC=CC=C1)(=O)OOC(C1=CC=CC=C1)=O (benzoyl peroxide). Solvent: C(Cl)(Cl)(Cl)Cl (carbon tetrachloride). Product: COC(C1=C(C=CC=C1Cl)CBr)=O (2-bromomethyl-6-chloro-benzoic acid methyl ester). Reaction SMILES: [CH3:1][O:2][C:3](=[O:12])[C:4]1[C:9]([CH3:10])=[CH:8][CH:7]=[CH:6][C:5]=1[Cl:11].[Br:13]NC(=O)CCC(N)=O.C(OOC(=O)C1C=CC=CC=1)(=O)C1C=CC=CC=1>C(Cl)(Cl)(Cl)Cl>[CH3:1][O:2][C:3](=[O:12])[C:4]1[C:5]([Cl:11])=[CH:6][CH:7]=[CH:8][C:9]=1[CH2:10][Br:13]. Procedure: A mixture of 2-chloro-6-methyl-benzoic acid methyl ester (1.84 g, 10 mmol), N-bromosuccinamide (1.95 g, 11 mmol), and benzoyl peroxide (0.056 g, 0.21 mmol) in carbon tetrachloride (20 mL) was heated at reflux until the starting materials were mostly consumed. Workup afforded 2-bromomethyl-6-chloro-benzoic acid methyl ester. The material was used without further purification.